This data is from the Open Reaction Database (ORD), a public repository of structured organic reaction records. The task is: describe an organic reaction: reactants, conditions, products, and yield The reactants are Intermediate 20.1, ClC1=NC=C(C(=N1)C1=C(C=C(C=C1)F)OC)F (2-chloro-5-fluoro-4-(4-fluoro-2-methoxyphenyl)pyrimidine), CSCC=1C=C(N)C=C(C1)C(F)(F)F (3-[(methylsulfanyl)methyl]-5-(trifluoromethyl)aniline). The product is Intermediate 40.3, FC=1C(=NC(=NC1)NC1=CC(=CC(=C1)C(F)(F)F)CSC)C1=C(C=C(C=C1)F)OC (5-Fluoro-4-(4-fluoro-2-methoxyphenyl)-N-{3-[(methylsulfanyl)methyl]-5-(trifluoromethyl)phenyl}-pyrimidin-2-amine). Reaction SMILES: Cl[C:2]1[N:7]=[C:6]([C:8]2[CH:13]=[CH:12][C:11]([F:14])=[CH:10][C:9]=2[O:15][CH3:16])[C:5]([F:17])=[CH:4][N:3]=1.[CH3:18][S:19][CH2:20][C:21]1[CH:22]=[C:23]([CH:25]=[C:26]([C:28]([F:31])([F:30])[F:29])[CH:27]=1)[NH2:24]>>[F:17][C:5]1[C:6]([C:8]2[CH:13]=[CH:12][C:11]([F:14])=[CH:10][C:9]=2[O:15][CH3:16])=[N:7][C:2]([NH:24][C:23]2[CH:25]=[C:26]([C:28]([F:29])([F:30])[F:31])[CH:27]=[C:21]([CH2:20][S:19][CH3:18])[CH:22]=2)=[N:3][CH:4]=1. Reported procedure: Intermediate 40.3 was prepared under similar conditions as described in the preparation of Intermediate 20.1 using 2-chloro-5-fluoro-4-(4-fluoro-2-methoxyphenyl)pyrimidine and 3-[(methylsulfanyl)methyl]-5-(trifluoromethyl)aniline. The residue was purified by chromatography (hexane to hexane/ethyl acetate 15%) to give the desired product.